Dataset: the Open Reaction Database (ORD), a public repository of structured organic reaction records. Task: describe an organic reaction: reactants, conditions, products, and yield Starting materials: Grignard reagent, FC=1C=C(C=C(C1)F)Br (3,5-difluorophenyl bromide), B(OC)(OC)OC (trimethyl borate), aqueous dilute solution, Cl (hydrochloric acid). Run in O1CCCC1 (tetrahydrofuran), O1CCCC1 (tetrahydrofuran), O1CCCC1 (tetrahydrofuran). Conditions: temperature -78 celsius, time 18 hour. The product is FC=1C=C(C=C(C1)F)B(O)O (3,5-difluoro-phenylboronic acid). As a reaction SMILES: [F:1][C:2]1[CH:3]=[C:4](Br)[CH:5]=[C:6]([F:8])[CH:7]=1.[B:10](OC)([O:13]C)[O:11]C.Cl>O1CCCC1>[F:1][C:2]1[CH:3]=[C:4]([B:10]([OH:13])[OH:11])[CH:5]=[C:6]([F:8])[CH:7]=1. Procedure: In a separate reaction vessel, 40 mL of tetrahydrofuran was cooled to -78° C., and the Grignard reagent of 3,5-difluorophenyl bromide and a solution of 11.3 grams (0.109 mole) of trimethyl borate in 15 mL of tetrahydrofuran were added simultaneously dropwise in an effort to provide an equimolar addition of each. An additional 115 mL of tetrahydrofuran was added during the additions to dilute the thickening reaction mixture. The completion of additions required about 15 minutes. After this time t... The reactants are [Li]CCCC, CCCC[Sn](Cl)(CCCC)CCCC, C1CCOC1, CCCCCC, CS(=O)(=O)NCc1ncn2ccsc12, CN(C)P(=O)(N(C)C)N(C)C, O=P([O-])([O-])[O-]. Product: CCCC[Sn](CCCC)(CCCC)c1cn2cnc(CNS(C)(=O)=O)c2s1. Reaction SMILES: [CH2:21]([Li:22])[CH2:23][CH2:24][CH3:25].[CH2:26]([CH2:27][CH2:28][CH3:29])[Sn:30]([CH2:31][CH2:32][CH2:33][CH3:34])([CH2:35][CH2:36][CH2:37][CH3:38])[Cl:39].[CH2:56]1[O:57][CH2:58][CH2:59][CH2:60]1.[CH3:15][CH2:16][CH2:17][CH2:18][CH2:19][CH3:20].[CH3:1][S:2](=[O:3])(=[O:4])[NH:5][CH2:6][c:7]1[n:8][cH:9][n:10]2[c:11]1[s:12][cH:13][cH:14]2.[CH3:45][N:46]([CH3:47])[P:48]([N:49]([CH3:50])[CH3:51])([N:52]([CH3:53])[CH3:54])=[O:55].[O-:40][P:41](=[O:42])([O-:43])[O-:44]>>[CH3:1][S:2](=[O:3])(=[O:4])[NH:5][CH2:6][c:7]1[n:8][cH:9][n:10]2[c:11]1[s:12][c:13]([Sn:30]([CH2:26][CH2:27][CH2:28][CH3:29])([CH2:31][CH2:32][CH2:33][CH3:34])[CH2:35][CH2:36][CH2:37][CH3:38])[cH:14]2. Starting materials: [Al+3], C1CCOC1, CCCCOC(=O)CCc1cc(CO[Si](C)(C)C(C)(C)C)cc(OC)n1, [H-], [H-], [H-], [H-], [Li+], O. Product: COc1cc(CO[Si](C)(C)C(C)(C)C)cc(CCCO)n1. As a reaction SMILES: [Al+3:28].[CH2:34]1[O:35][CH2:36][CH2:37][CH2:38]1.[CH3:1][C:2]([CH3:3])([CH3:4])[Si:5]([O:6][CH2:7][c:8]1[cH:9][c:10]([CH2:16][CH2:17][C:18](=[O:19])[O:20][CH2:21][CH2:22][CH2:23][CH3:24])[n:11][c:12]([O:14][CH3:15])[cH:13]1)([CH3:25])[CH3:26].[H-:27].[H-:30].[H-:31].[H-:32].[Li+:29].[OH2:33]>>[CH3:1][C:2]([CH3:3])([CH3:4])[Si:5]([O:6][CH2:7][c:8]1[cH:9][c:10]([CH2:16][CH2:17][CH2:18][OH:19])[n:11][c:12]([O:14][CH3:15])[cH:13]1)([CH3:25])[CH3:26]. The reactants are N12CCC(C(CCC1)C2)O (1-aza-bicyclo[3.3.1]nonan-4-ol), C(C)(=O)OC(C)=O (acetic anhydride). Reaction conditions: temperature 120 celsius. The product is N12CCC(C(CCC1)C2)OC(C)=O ((4SR,5RS)-acetic acid 1-aza-bicyclo[3.3.1]non-4-yl ester). Yield: 87.0%. RXN SMILES: [N:1]12[CH2:9][CH:5]([CH2:6][CH2:7][CH2:8]1)[CH:4]([OH:10])[CH2:3][CH2:2]2.[C:11](OC(=O)C)(=[O:13])[CH3:12]>>[N:1]12[CH2:9][CH:5]([CH2:6][CH2:7][CH2:8]1)[CH:4]([O:10][C:11](=[O:13])[CH3:12])[CH2:3][CH2:2]2. Procedure details: To acetic anhydride (150 ml) (4SR,5RS)-(1-aza-bicyclo[3.3.1]nonan-4-ol (21.34 g, 151 mmol) is added portionwise under cooling. The reaction mixture is heated to 120° C. for 2.5 h, is evaporated and extracted with THF/sat. K2CO3 soln. The aq. layer is reextracted with THF. The combined organic layers are washed with brine, dried over Na2SO4, filtered and evaporated. The crude product is purified by bulb-to-bulb distillation (HV, 90° C.) to give 24.07 g (87%) of (4SR,5RS)-acetic acid 1-aza-bicyclo... Starting materials: 6-(E)-3-tert-butyldimethylsilyloxy-4-phenoxybut-1-enyl-3-(1-hydroxy-4-methoxycarbonylbut-1-yl)-bicyclo[3,3,0]octan-2-one, [Si](C)(C)(C(C)(C)C)OC(/C=C/C1C2CCC(C2CC1)=O)COC1=CC=CC=C1 ((E)-2-(3-tert-butyldimethylsilyloxy-4-phenoxybut-1-enyl)bicyclo[3,3,0]octan-6-one), OC(CCCC(=O)OC)C1C(C2CCCC2C1)=O (3-(1-hydroxy-4-methoxycarbonylbut-1-yl)bicyclo[3,3,0]octan-2-one). The product is C12CCCC2C(CC1)=O (bicyclo[3,3,0]octan-6-one). RXN SMILES: [Si](OC(COC1C=CC=CC=1)/C=C/[CH:12]1[CH2:19][CH2:18][CH:17]2[CH:13]1[CH2:14][CH2:15][C:16]2=[O:20])(C(C)(C)C)(C)C.OC(C1CC2C(CCC2)C1=O)CCCC(OC)=O>>[CH:13]12[CH2:14][CH2:15][C:16](=[O:20])[CH:17]1[CH2:18][CH2:19][CH2:12]2. Procedure: By proceeding in a manner to that described in Reference Example 47, but replacing the starting material by the appropriate quantity of (E)-2-(3-tert-butyldimethylsilyloxy-4-phenoxybut-1-enyl)bicyclo[3,3,0]octan-6-one, prepared as described in Reference Example 52, and in the form of (±)-(E)-2β-[(mixture of 3α and 3β)-tert-butyldimethylsilyloxy-4-phenoxybut-1-enyl]bicyclo[3,3,0]octan-6-one, there was prepared 6-(E)-3-tert-butyldimethylsilyloxy-4-phenoxybut-1-enyl-3-(1-hydroxy-4-methoxycarbonylbu... The reactants are C(CCC)OC=1C=C(C=CC1OS(=O)(=O)C(F)(F)F)\C=C(\C(=O)O)/OC ((Z)-3-(3-butoxy-4-(trifluoromethanesulphonyloxy)phenyl)-2-methoxyacrylic acid), C(CCCCCC)NC(N(C1=CC(=CC=C1)B1OC(C(O1)(C)C)(C)C)C)=O (3-heptyl-1-methyl-1-[3-(4,4,5,5-tetramethyl-1,3,2-dioxaborolan-2-yl)phenyl]urea), P(=O)([O-])([O-])[O-].[K+].[K+].[K+] (potassium phosphate). The reagents and catalysts are C(C)(=O)[O-].[Pd+2].C(C)(=O)[O-] (palladium acetate). Solvent: CN(C=O)C (dimethylformamide). Conditions: temperature 90 celsius, time 2 hour. The product is C(CCC)OC1=C(C=CC(=C1)\C=C(\C(=O)O)/OC)C1=CC(=CC=C1)N(C(=O)NCCCCCCC)C ((Z)-3-[2-butoxy-3′-(3-heptyl-1-methylureido)biphenyl-4-yl]-2-methoxyacrylic acid). The yield is 46.7%. As a reaction SMILES: [CH2:1]([O:5][C:6]1[CH:7]=[C:8](/[CH:20]=[C:21](\[O:25][CH3:26])/[C:22]([OH:24])=[O:23])[CH:9]=[CH:10][C:11]=1OS(C(F)(F)F)(=O)=O)[CH2:2][CH2:3][CH3:4].[CH2:27]([NH:34][C:35](=[O:53])[N:36]([CH3:52])[C:37]1[CH:42]=[CH:41][CH:40]=[C:39](B2OC(C)(C)C(C)(C)O2)[CH:38]=1)[CH2:28][CH2:29][CH2:30][CH2:31][CH2:32][CH3:33].P([O-])([O-])([O-])=O.[K+].[K+].[K+]>CN(C)C=O.C([O-])(=O)C.[Pd+2].C([O-])(=O)C>[CH2:1]([O:5][C:6]1[CH:7]=[C:8](/[CH:20]=[C:21](\[O:25][CH3:26])/[C:22]([OH:24])=[O:23])[CH:9]=[CH:10][C:11]=1[C:41]1[CH:40]=[CH:39][CH:38]=[C:37]([N:36]([CH3:52])[C:35]([NH:34][CH2:27][CH2:28][CH2:29][CH2:30][CH2:31][CH2:32][CH3:33])=[O:53])[CH:42]=1)[CH2:2][CH2:3][CH3:4] |f:2.3.4.5,7.8.9|. Procedure: 870 g (2.2 mmol) of (Z)-3-(3-butoxy-4-(trifluoromethanesulphonyloxy)phenyl)-2-methoxyacrylic acid (XII), 981 mg (2.62 mmol) of 3-heptyl-1-methyl-1-[3-(4,4,5,5-tetramethyl-1,3,2-dioxaborolan-2-yl)phenyl]urea (III) [prepared according to International Application WO2007/049158], 14 mg (3 mol %) of palladium acetate and 46 mg (6 mol %) of dicyclohexylbiphenylphosphine are dissolved in 8 ml of dimethylformamide, 1.5 ml of a 2M potassium phosphate solution are added and the medium is degassed several... Starting materials: CCCCOC(=O)C(C)(CO)CO, Cc1ccccc1, ClP(Cl)Cl, N#N. The product is CCCCOC(=O)C1(C)COP(Cl)OC1. As a reaction SMILES: [CH2:5]([CH2:6][CH2:7][CH3:8])[O:9][C:10]([C:11]([CH3:12])([CH2:13][OH:14])[CH2:15][OH:16])=[O:17].[CH3:20][c:21]1[cH:22][cH:23][cH:24][cH:25][cH:26]1.[Cl:1][P:2]([Cl:3])[Cl:4].[N:18]#[N:19]>>[P:2]1([Cl:4])[O:14][CH2:13][C:11]([C:10]([O:9][CH2:5][CH2:6][CH2:7][CH3:8])=[O:17])([CH3:12])[CH2:15][O:16]1. Reactants: C1(CCCCC1)NC(C1=CC=C(C=C1)Cl)=O (N-Cyclohexyl 4-chlorobenzamide), S(=O)(Cl)Cl (thionyl chloride). Conditions: time 1.75 hour. Product: C1(CCCCC1)N=C(C1=CC=C(C=C1)Cl)Cl (N-Cyclohexyl 4-Chlorobenzimidoyl Chloride). RXN SMILES: [CH:1]1([NH:7][C:8](=O)[C:9]2[CH:14]=[CH:13][C:12]([Cl:15])=[CH:11][CH:10]=2)[CH2:6][CH2:5][CH2:4][CH2:3][CH2:2]1.S(Cl)([Cl:19])=O>>[CH:1]1([N:7]=[C:8]([Cl:19])[C:9]2[CH:14]=[CH:13][C:12]([Cl:15])=[CH:11][CH:10]=2)[CH2:6][CH2:5][CH2:4][CH2:3][CH2:2]1. Procedure: N-Cyclohexyl 4-chlorobenzamide (12.8 g, 53.9 mmole) and thionyl chloride (43.14 g, 363 mmole) were heated at reflux with stirring for 1.75 hours. Excess thionyl chloride was removed by distillation. The title compound was isolated by distillation (b.p. 130° C. at ~15 mm Hg) to yield 7.4 g (54%) of a clear colorless liquid which crystallized upon cooling. Reactants: ClC1=CC=C(C=C1)NC=1C(=NC=C(N1)N1N=C(C=C1C)C)C=NO (3-(4-chloro-phenylamino)-5-(3,5-dimethyl-pyrazol-1-yl)-pyrazine-2-carbaldehyde oxime), CO (Methanol). The reagents and catalysts are [Ni] (Raney nickel). Run in C(C)O (ethanol). Conditions: time 1 hour. The product is NCC=1C(=NC(=CN1)N1N=C(C=C1C)C)NC1=CC=C(C=C1)Cl ([3-aminomethyl-6-(3,5-dimethyl-pyrazol-1-yl)-pyrazin-2-yl]-(4-chloro-phenyl)-amine). The yield is 28.6%. As a reaction SMILES: [Cl:1][C:2]1[CH:7]=[CH:6][C:5]([NH:8][C:9]2[C:10]([CH:22]=[N:23]O)=[N:11][CH:12]=[C:13]([N:15]3[C:19]([CH3:20])=[CH:18][C:17]([CH3:21])=[N:16]3)[N:14]=2)=[CH:4][CH:3]=1.CO>[Ni].C(O)C>[NH2:23][CH2:22][C:10]1[C:9]([NH:8][C:5]2[CH:4]=[CH:3][C:2]([Cl:1])=[CH:7][CH:6]=2)=[N:14][C:13]([N:15]2[C:19]([CH3:20])=[CH:18][C:17]([CH3:21])=[N:16]2)=[CH:12][N:11]=1. Procedure details: Raney nickel (50% slurry in water, 1 mL) was added to a solution of 3-(4-chloro-phenylamino)-5-(3,5-dimethyl-pyrazol-1-yl)-pyrazine-2-carbaldehyde oxime (60 mg, 0.17 mmol) in ethanol (99%, 6 mL). The reaction mixture was stirred under a hydrogen atmosphere for one hour. Methanol was added followed by filtration and evaporation. The crude product was purified by flash chromatography (dichloromethane/methanol as eluent) to give [3-aminomethyl-6-(3,5-dimethyl-pyrazol-1-yl)-pyrazin-2-yl]-(4-chloro-p...